This data is from the Open Reaction Database (ORD), a public repository of structured organic reaction records. The task is: describe an organic reaction: reactants, conditions, products, and yield Starting materials: Cc1ccc(S(=O)(=O)OCCCNc2ccc(C#N)cc2)cc1, CC(C)(C)OC(=O)N1C2CCC1CNC2, [K+], [K+], O=C([O-])[O-], CN(C)C=O. Product: CC(C)(C)OC(=O)N1C2CCC1CN(CCCNc1ccc(C#N)cc1)C2. As a reaction SMILES: [CH3:22][c:23]1[cH:24][cH:25][c:26]([S:27]([O:28][CH2:33][CH2:34][CH2:35][NH:36][c:37]2[cH:38][cH:39][c:40]([C:43]#[N:44])[cH:41][cH:42]2)(=[O:29])=[O:30])[cH:31][cH:32]1.[CH:1]12[CH2:2][NH:3][CH2:4][CH:5]([CH2:6][CH2:7]1)[N:8]2[C:9](=[O:10])[O:11][C:12]([CH3:13])([CH3:14])[CH3:15].[K+:16].[K+:17].[O-:18][C:19]([O-:20])=[O:21].[O:45]=[CH:46][N:47]([CH3:48])[CH3:49]>>[CH:1]12[CH2:2][N:3]([CH2:33][CH2:34][CH2:35][NH:36][c:37]3[cH:38][cH:39][c:40]([C:43]#[N:44])[cH:41][cH:42]3)[CH2:4][CH:5]([CH2:6][CH2:7]1)[N:8]2[C:9](=[O:10])[O:11][C:12]([CH3:13])([CH3:14])[CH3:15]. Starting materials: COC(=O)C(CCSC)NC(=O)c1ccc(C(=O)O)cc1-c1ccccc1, CCOC(C)=O, Nc1ccccn1, CN(C)C=O, O=c1c2ccccc2nnn1O. The product is COC(=O)C(CCSC)NC(=O)c1ccc(C(=O)Nc2ccccn2)cc1-c1ccccc1. As a reaction SMILES: [CH3:1][O:2][C:3]([CH:4]([NH:5][C:6]([c:7]1[c:8](-[c:16]2[cH:17][cH:18][cH:19][cH:20][cH:21]2)[cH:9][c:10]([C:13](=[O:14])[OH:15])[cH:11][cH:12]1)=[O:22])[CH2:23][CH2:24][S:25][CH3:26])=[O:27].[CH3:52][CH2:53][O:54][C:55](=[O:56])[CH3:57].[NH2:40][c:41]1[n:42][cH:43][cH:44][cH:45][cH:46]1.[O:47]=[CH:48][N:49]([CH3:50])[CH3:51].[OH:28][n:29]1[c:30](=[O:31])[c:32]2[cH:33][cH:34][cH:35][cH:36][c:37]2[n:38][n:39]1>>[CH3:1][O:2][C:3]([CH:4]([NH:5][C:6]([c:7]1[c:8](-[c:16]2[cH:17][cH:18][cH:19][cH:20][cH:21]2)[cH:9][c:10]([C:13](=[O:14])[NH:40][c:41]2[n:42][cH:43][cH:44][cH:45][cH:46]2)[cH:11][cH:12]1)=[O:22])[CH2:23][CH2:24][S:25][CH3:26])=[O:27]. Starting materials: C(C)OC(=O)C1OC1C1=CC=CC2=CC=CC=C12 (3-naphthalen-1-yl-oxirane-2-carboxylic acid ethyl ester), [H][H] (hydrogen). The reagents and catalysts are [OH-].[OH-].[Pd+2] (palladium hydroxide on carbon). Solvent: C(C)O (ethanol). The product is C(C)OC(C(CC1=CC=CC2=CC=CC=C12)O)=O (2-hydroxy-3-naphthalen-1-yl-propionic acid ethyl ester). RXN SMILES: [CH2:1]([O:3][C:4]([CH:6]1[CH:8]([C:9]2[C:18]3[C:13](=[CH:14][CH:15]=[CH:16][CH:17]=3)[CH:12]=[CH:11][CH:10]=2)[O:7]1)=[O:5])[CH3:2].[H][H]>[OH-].[OH-].[Pd+2].C(O)C>[CH2:1]([O:3][C:4](=[O:5])[CH:6]([OH:7])[CH2:8][C:9]1[C:18]2[C:13](=[CH:14][CH:15]=[CH:16][CH:17]=2)[CH:12]=[CH:11][CH:10]=1)[CH3:2] |f:2.3.4|. Procedure: To an ethanol (400 mL) solution of 3-naphthalen-1-yl-oxirane-2-carboxylic acid ethyl ester (21.26 g, 87.8 mmol) was added 5% palladium hydroxide on carbon (1.0 g). The reaction was then pressurized to 50 psi with hydrogen for 2 h. The reaction was then filtered through a celite pad. The cake was washed with ethanol (100 mL). The reaction was then concentrated under reduced pressure to yield 2-hydroxy-3-naphthalen-1-yl-propionic acid ethyl ester as an oil. 1H NMR(300 MHz, DMSO) 8.05 (d, 1H), 7.89...